Dataset: the Open Reaction Database (ORD), a public repository of structured organic reaction records. Task: describe an organic reaction: reactants, conditions, products, and yield Reactants: OCC1=NN=C2N1C1=C(C(=NC2)C2=C(C=CC=C2)Cl)C=C(S1)CC (9-Hydroxymethyl-4-(2-chlorophenyl)-2-ethyl-6H-thieno[3,2-f] [1,2,4]triazolo[4,3-a] [1,4]diazepine), N1C(=CC2=CC=CC=C12)C(=O)Cl (indole-2-carbonyl chloride), Cl (hydrochloric acid), C(O)([O-])=O.[Na+] (sodium hydrogencarbonate). The solvent is C(Cl)(Cl)Cl (Chloroform). Yields the product ClC1=C(C(=O)C2=C(SC(=C2)CC)N2C(=NN=C2CNC(=O)C=2NC3=CC=CC=C3C2)CO)C=CC=C1 (N-(4-(3-(2-chlorobenzoyl)-5-ethylthiophen-2-yl)-3-hydroxymethyl[1,2,4]triazol-5-ylmethyl)indole-2-carboxamide). RXN SMILES: [OH:1][CH2:2][C:3]1[N:7]2[C:8]3[S:22][C:21]([CH2:23][CH3:24])=[CH:20][C:9]=3[C:10]([C:13]3[CH:18]=[CH:17][CH:16]=[CH:15][C:14]=3[Cl:19])=[N:11][CH2:12][C:6]2=[N:5][N:4]=1.Cl.C(=O)([O-])[OH:27].[Na+].[NH:31]1[C:39]2[C:34](=[CH:35][CH:36]=[CH:37][CH:38]=2)[CH:33]=[C:32]1[C:40](Cl)=[O:41]>C(Cl)(Cl)Cl>[Cl:19][C:14]1[CH:15]=[CH:16][CH:17]=[CH:18][C:13]=1[C:10]([C:9]1[CH:20]=[C:21]([CH2:23][CH3:24])[S:22][C:8]=1[N:7]1[C:6]([CH2:12][NH:11][C:40]([C:32]2[NH:31][C:39]3[C:34]([CH:33]=2)=[CH:35][CH:36]=[CH:37][CH:38]=3)=[O:41])=[N:5][N:4]=[C:3]1[CH2:2][OH:1])=[O:27] |f:2.3|. Procedure details: 9-Hydroxymethyl-4-(2-chlorophenyl)-2-ethyl-6H-thieno[3,2-f] [1,2,4]triazolo[4,3-a] [1,4]diazepine (0.5 g) which can be synthesized by a known method (Japanese Patent Unexamined Publication No. 102698/1974) was stirred with 5% hydrochloric acid (10 ml) at 60° C. overnight. Then, sodium hydrogencarbonate was added to the reaction mixture to make the mixture alkaline. Chloroform and indole-2-carbonyl chloride (0.35 g) were added, and the mixture was stirred under ice-cooling for 3 hours. The organi... The reactants are CC1=C(C=CC=C1[N+](=O)[O-])O (2-Methyl-3-nitrophenol), [H][H] (hydrogen). Reagents/catalysts: [Pd] (palladium on carbon). The solvent is CO (methanol), O1CCCC1 (tetrahydrofuran). Product: NC=1C(=C(C=CC1)O)C (3-amino-2-methylphenol). Reaction SMILES: [CH3:1][C:2]1[C:7]([N+:8]([O-])=O)=[CH:6][CH:5]=[CH:4][C:3]=1[OH:11].[H][H]>O1CCCC1.CO.[Pd]>[NH2:8][C:7]1[C:2]([CH3:1])=[C:3]([OH:11])[CH:4]=[CH:5][CH:6]=1. Procedure: 2-Methyl-3-nitrophenol (70 g) in 100 ml of tetrahydrofuran and 400 ml of methanol at room temperature was hydrogenated under 5 psi of hydrogen gas using 3.5 g of 5% palladium on carbon as catalyst. After removal of catalyst by filtration, the filtrate was concentrated to give 56 g of analytically pure 3-amino-2-methylphenol. This aminophenol was then converted to the title compound (7.9 g) using the general method of Example 2, except that the hydrochloride salt was formed by adding hydrogen chl... The reactants are C(C)(C)(C)C=1NCC(CN1)O (2-t-butyl-5-hydroxy-1,4,5,6-tetrahydropyrimidine). The solvent is C1(=CC=CC=C1)C (toluene). Reaction conditions: temperature 25 celsius. The product is C(C)(C)(C)C=1OC(CN1)CN (2-t-butyl-5-(aminomethyl)oxazoline). Isolated yield 459.5%. Reaction SMILES: [C:1]([C:5]1[NH:6][CH2:7][CH:8]([OH:11])[CH2:9][N:10]=1)([CH3:4])([CH3:3])[CH3:2]>C1(C)C=CC=CC=1>[C:1]([C:5]1[O:11][CH:8]([CH2:7][NH2:6])[CH2:9][N:10]=1)([CH3:4])([CH3:3])[CH3:2]. Procedure: Solid 2-t-butyl-5-hydroxy-1,4,5,6-tetrahydropyrimidine (2.55 g, 1.63 mmol) was heated to reflux in 100 mL of toluene for 22 hours. The solution was cooled to 25° C. and the slurry was filtered to remove 0.91 g of unconverted tetrahydropyrimidine after drying. The toluene filtrate was evaporated to give 1.17 g of 2-t-butyl-5-(aminomethyl)oxazoline as an oil: 1H NMR (CDCl3) δ 4.5 (m, 1H), 3.8 (apparent dd, 1H), 3.5 (apparent dd, 1H), 2.8 (apparent dq, 2H), 1.2 ppm (s, 9H), 13C NMR {1H} (CDCl3) δ 1...